This data is from the Open Reaction Database (ORD), a public repository of structured organic reaction records. The task is: describe an organic reaction: reactants, conditions, products, and yield Starting materials: C(C)OC(\C(=C\[C@H]1[C@H]2[C@H](CC[C@@H]2[C@@H](CC1)C)O)\C)=O ((E)-3-((3S,3aS,4S,7R,7aR)-3-Hydroxy-7-methyl-octahydro-inden-4-yl)-2-methyl-acrylic acid ethyl ester), O (water). Run in CS(=O)C (dimethylsulfoxide), CS(=O)C (dimethylsulfoxide). Yields the product C(C)OC(\C(=C\[C@H]1[C@H]2C(CC[C@@H]2[C@@H](CC1)C)=O)\C)=O ((E)-2-Methyl-3-((3aS,4S,7R,7aR)-7-methyl-3-oxo-octahydro-inden-4-yl)-acrylic acid ethyl ester). RXN SMILES: [CH2:1]([O:3][C:4](=[O:19])/[C:5](/[CH3:18])=[CH:6]/[C@@H:7]1[CH2:15][CH2:14][C@@H:13]([CH3:16])[C@@H:12]2[C@@H:8]1[C@@H:9]([OH:17])[CH2:10][CH2:11]2)[CH3:2].O>CS(C)=O>[CH2:1]([O:3][C:4](=[O:19])/[C:5](/[CH3:18])=[CH:6]/[C@@H:7]1[CH2:15][CH2:14][C@@H:13]([CH3:16])[C@@H:12]2[C@@H:8]1[C:9](=[O:17])[CH2:10][CH2:11]2)[CH3:2]. Procedure details: Compound (11a) is dissolved in an appropriate solvent, preferably in dimethylsulfoxide, and treated with a solution of IBX, preferably in dimethylsulfoxide. After stirring for up to several hours, water is added and the white precipitate is removed by filtration. The precipitate is washed, preferably with dimethylsulfoxide/water and a small amount of AcOEt. The filtrate is extracted, preferably with dichloromethane for several times, the combined organic phases are dried (using e.g. Na2SO4) and ... Reactants: C(C)I (ethyl iodide), C([O-])([O-])=O.[K+].[K+] (potassium carbonate), CC1=NC(=C(C(N1)=O)[N+](=O)[O-])N1CCC2=C(CC1)SC(=N2)C (2-methyl-6-(2-methyl-4,5,7,8-tetrahydro-thiazolo[4,5-d]azepin-6-yl)-5-nitro-3H-pyrimidin-4-one), ice water. The solvent is CN(C=O)C (N,N-dimethylformamide). Product: C(C)OC1=C(C(=NC(=N1)C)N1CCC2=C(CC1)SC(=N2)C)[N+](=O)[O-] (6-(6-ethoxy-2-methyl-5-nitro-pyrimidin-4-yl)-2-methyl-5,6,7,8-tetrahydro-4H-thiazolo[4,5-d]azepine). The yield is 19.3%. As a reaction SMILES: [CH3:1][C:2]1[NH:7][C:6](=[O:8])[C:5]([N+:9]([O-:11])=[O:10])=[C:4]([N:12]2[CH2:18][CH2:17][C:16]3[S:19][C:20]([CH3:22])=[N:21][C:15]=3[CH2:14][CH2:13]2)[N:3]=1.[CH2:23](I)[CH3:24].C(=O)([O-])[O-].[K+].[K+]>CN(C)C=O>[CH2:23]([O:8][C:6]1[N:7]=[C:2]([CH3:1])[N:3]=[C:4]([N:12]2[CH2:18][CH2:17][C:16]3[S:19][C:20]([CH3:22])=[N:21][C:15]=3[CH2:14][CH2:13]2)[C:5]=1[N+:9]([O-:11])=[O:10])[CH3:24] |f:2.3.4|. Procedure: A suspension of 0.120 g (0.373 mmol) of 2-methyl-6-(2-methyl-4,5,7,8-tetrahydro-thiazolo[4,5-d]azepin-6-yl)-5-nitro-3H-pyrimidin-4-one (example 1), of 0.070 g (0.45 mmol) of the ethyl iodide and of 0.077 g (0.56 mmol) of potassium carbonate in 1.0 ml of N,N-dimethylformamide was stirred at room temperature for 4 hours. The reaction mixture was then poured into 50 ml of an ice/water mixture and extracted 3 times with 50 ml of ethylacetate. The combined ethylacetate phases were dried over magnesiu... The product is C(CC(=O)O)(=O)O.N1C(=O)C=CC2=CC=CC=C12 (carbostyril malonate). As a reaction SMILES: BrC[C:3]1[C:4](=[O:13])[NH:5][C:6]2[C:11]([CH:12]=1)=[CH:10][CH:9]=[CH:8][CH:7]=2.[C:14]([OH:20])(=[O:19])[CH2:15][C:16]([OH:18])=[O:17].C(C(CC)C(N)=O)C.[O-]CC.[Na+]>>[C:14]([OH:20])(=[O:19])[CH2:15][C:16]([OH:18])=[O:17].[NH:5]1[C:6]2[C:11](=[CH:10][CH:9]=[CH:8][CH:7]=2)[CH:12]=[CH:3][C:4]1=[O:13] |f:1.2,3.4,5.6|. Reported procedure: bromomethyl carbostyril (2) is reacted with diethylacetamide malonate (3) in the presence of a base such as sodium ethoxide to give carbostyril malonate compound (4); The reactants are BrCC=1C(NC2=CC=CC=C2C1)=O (bromomethyl carbostyril), C(CC(=O)O)(=O)O.C(C)C(C(=O)N)CC (diethylacetamide malonate), [O-]CC.[Na+] (sodium ethoxide). Reactants: Cc1cc(Br)cnc1N1CCN(C(=O)OC(C)(C)C)CC1, Cc1ccccc1, OB(O)C1CCC1, [K+], [K+], [K+], O, O=P([O-])([O-])[O-]. Product: Cc1cc(C2CCC2)cnc1N1CCN(C(=O)OC(C)(C)C)CC1. As a reaction SMILES: [C:1]([CH3:2])([CH3:3])([CH3:4])[O:5][C:6](=[O:7])[N:8]1[CH2:9][CH2:10][N:11]([c:14]2[n:15][cH:16][c:17]([Br:21])[cH:18][c:19]2[CH3:20])[CH2:12][CH2:13]1.[CH3:37][c:38]1[cH:39][cH:40][cH:41][cH:42][cH:43]1.[CH:30]1([B:34]([OH:35])[OH:36])[CH2:31][CH2:32][CH2:33]1.[K+:27].[K+:28].[K+:29].[OH2:44].[P:22]([O-:23])([O-:24])([O-:25])=[O:26]>>[C:1]([CH3:2])([CH3:3])([CH3:4])[O:5][C:6](=[O:7])[N:8]1[CH2:9][CH2:10][N:11]([c:14]2[n:15][cH:16][c:17]([CH:30]3[CH2:31][CH2:32][CH2:33]3)[cH:18][c:19]2[CH3:20])[CH2:12][CH2:13]1. The product is COC(=O)CCCc1ccc(N)cc1. Starting materials: CO, COC(=O)CCCc1ccccc1[N+](=O)[O-], COC(=O)CCCc1ccc([N+](=O)[O-])cc1. RXN SMILES: [CH3:33][OH:34].[N+:17]([c:18]1[cH:19][cH:20][cH:21][cH:22][c:23]1[CH2:24][CH2:25][CH2:26][C:27]([O:28][CH3:29])=[O:30])([O-:31])=[O:32].[N+:1]([O-:2])(=[O:3])[c:4]1[cH:5][cH:6][c:7]([CH2:10][CH2:11][CH2:12][C:13](=[O:14])[O:15][CH3:16])[cH:8][cH:9]1>>[NH2:1][c:4]1[cH:5][cH:6][c:7]([CH2:10][CH2:11][CH2:12][C:13](=[O:14])[O:15][CH3:16])[cH:8][cH:9]1. The reactants are CC(C)CC=O, CC(C)[N-]C(C)C, [Li+], C1CCOC1, O=S(=O)(c1ccccc1)n1ccc2cccnc21. The product is CC(C)CC(O)c1cc2cccnc2n1S(=O)(=O)c1ccccc1. RXN SMILES: [CH3:27][CH:28]([CH3:29])[CH2:30][CH:31]=[O:32].[CH:19]([N-:20][CH:21]([CH3:22])[CH3:23])([CH3:24])[CH3:25].[Li+:26].[O:33]1[CH2:34][CH2:35][CH2:36][CH2:37]1.[c:1]1([S:7](=[O:8])(=[O:9])[n:10]2[cH:11][cH:12][c:13]3[c:14]2[n:15][cH:16][cH:17][cH:18]3)[cH:2][cH:3][cH:4][cH:5][cH:6]1>>[c:1]1([S:7](=[O:8])(=[O:9])[n:10]2[c:11]([CH:31]([CH2:30][CH:28]([CH3:27])[CH3:29])[OH:32])[cH:12][c:13]3[c:14]2[n:15][cH:16][cH:17][cH:18]3)[cH:2][cH:3][cH:4][cH:5][cH:6]1.